Dataset: the Open Reaction Database (ORD), a public repository of structured organic reaction records. Task: describe an organic reaction: reactants, conditions, products, and yield Reactants: O=C(C(=O)O)CC1=CC=CC=C1 (2-Oxo-3-phenylpropanoic acid), Cl (HCl), C1CCC2=NCCCN2CC1 (DBU), IC (iodomethane). Solvent: CN(C)C=O (DMF). Conditions: temperature 0 celsius. Yields the product O=C(C(=O)OC)CC1=CC=CC=C1 (methyl 2-oxo-3-phenylpropanoate). Reaction SMILES: [O:1]=[C:2]([CH2:6][C:7]1[CH:12]=[CH:11][CH:10]=[CH:9][CH:8]=1)[C:3]([OH:5])=[O:4].[CH2:13]1CCN2C(=NCCC2)CC1.IC.Cl>CN(C=O)C>[O:1]=[C:2]([CH2:6][C:7]1[CH:12]=[CH:11][CH:10]=[CH:9][CH:8]=1)[C:3]([O:5][CH3:13])=[O:4]. Reported procedure: 2-Oxo-3-phenylpropanoic acid (20 g), DMF (100 ml) and DBU (18.2 ml) were combined at 0° C. under N2 atmosphere, and the mixture was stirred at 0° C. for an hour. Then iodomethane (15.2 ml) was added to the solution at 0° C. The reaction mixture was stirred at r.t. for 3 hours, and poured into 1N-HCl. The mixture was extracted with AcOEt (twice). The combined organic layer was washed with brine, dried over anhydrous MgSO4, and concentrated in vacuo. The residue was purified by flash column chroma... Starting materials: O=C(NC1CONC1=O)OCc1ccccc1, CCN(C(C)C)C(C)C, O=C1CCC(Cl)(C(=O)OCc2ccc([N+](=O)[O-])cc2)O1, ClCCl. Yields the product O=C1CCC(C(=O)OCc2ccc([N+](=O)[O-])cc2)(N2OCC(NC(=O)OCc3ccccc3)C2=O)O1. RXN SMILES: [CH2:1]([c:2]1[cH:3][cH:4][cH:5][cH:6][cH:7]1)[O:8][C:9](=[O:10])[NH:11][CH:12]1[C:13](=[O:17])[NH:14][O:15][CH2:16]1.[CH:18]([N:19]([CH:20]([CH3:21])[CH3:22])[CH2:23][CH3:24])([CH3:25])[CH3:26].[Cl:27][C:28]1([C:34](=[O:35])[O:36][CH2:37][c:38]2[cH:39][cH:40][c:41]([N+:44](=[O:45])[O-:46])[cH:42][cH:43]2)[O:29][C:30](=[O:33])[CH2:31][CH2:32]1.[Cl:47][CH2:48][Cl:49]>>[CH2:1]([c:2]1[cH:3][cH:4][cH:5][cH:6][cH:7]1)[O:8][C:9](=[O:10])[NH:11][CH:12]1[C:13](=[O:17])[N:14]([C:28]2([C:34](=[O:35])[O:36][CH2:37][c:38]3[cH:39][cH:40][c:41]([N+:44](=[O:45])[O-:46])[cH:42][cH:43]3)[O:29][C:30](=[O:33])[CH2:31][CH2:32]2)[O:15][CH2:16]1. The reactants are S([O-])(O)=O.[Na+] (sodium bisulfite), S(=O)=O (sulfur dioxide), S(=O)([O-])[O-].[Na+].[Na+] (sodium sulfite). The product is S([O-])(O)=O.[Na+] (sodium bisulfite), [O-]S(=O)[O-].[Na+] (sodium acid sulfite). RXN SMILES: S(=O)=O.[S:4]([O-:7])([O-:6])=[O:5].[Na+:8].[Na+].[S:10](=[O:13])([OH:12])[O-:11].[Na+]>>[S:4](=[O:5])([OH:7])[O-:6].[Na+:8].[O-:12][S:10]([O-:13])=[O:11].[Na+:8] |f:1.2.3,4.5,6.7,8.9|. Reported procedure: The sulfur dioxide from line 278 is scrubbed in fortification absorber 234 with sodium sulfite solution supplied through line 236 or sodium bisulfite solution supplied through line 270 or a combination supplied through line 237 to spray nozzle 280 to scrub and recover the sulfur dioxide in packing chamber 281 to form sodium bisulfite or sodium acid sulfite. The flue gas is vented through line 282 to absorber 231. The reactants are Cl, C1CCOC1, N#Cc1ccc2c(c1)c(C=Cc1ccccc1)nn2C1CCCCO1. The product is N#Cc1ccc2[nH]nc(C=Cc3ccccc3)c2c1. As a reaction SMILES: [ClH:31].[O:26]1[CH2:27][CH2:28][CH2:29][CH2:30]1.[c:1]1([CH:7]=[CH:8][c:9]2[n:10][n:11]([CH:20]3[CH2:21][CH2:22][CH2:23][CH2:24][O:25]3)[c:12]3[cH:13][cH:14][c:15]([C:18]#[N:19])[cH:16][c:17]23)[cH:2][cH:3][cH:4][cH:5][cH:6]1>>[c:1]1([CH:7]=[CH:8][c:9]2[n:10][nH:11][c:12]3[cH:13][cH:14][c:15]([C:18]#[N:19])[cH:16][c:17]23)[cH:2][cH:3][cH:4][cH:5][cH:6]1. Reactants: Cl.NO (hydroxylamine hydrochloride), O.O.O.C(C)(=O)[O-].[Na+] (sodium acetate trihydrate), ClC=1C(=CC=2C(C3N(CC2C1)C(CC3)=O)=O)Cl (7,8-dichloro-1,10a-dihydropyrrolo[1,2-b]isoquinoline-3,10[2H,5H]-dione). Solvent: O (water), O (water), C(C)O (ethanol). The product is ClC=1C(=CC=2C(C3N(CC2C1)C(CC3)=NO)=O)Cl (7,8-Dichloro-1,10a-dihydropyrrolo[1,2-b]isoquinoline-3,10[2H,5H]-dione oxime). The yield is 78.7%. Reaction SMILES: [Cl:1][C:2]1[C:3]([Cl:17])=[CH:4][C:5]2[C:6](=[O:16])[CH:7]3[CH2:14][CH2:13][C:12](=O)[N:8]3[CH2:9][C:10]=2[CH:11]=1.Cl.[NH2:19][OH:20].O.O.O.C([O-])(=O)C.[Na+]>C(O)C.O>[Cl:1][C:2]1[C:3]([Cl:17])=[CH:4][C:5]2[C:6](=[O:16])[CH:7]3[CH2:14][CH2:13][C:12](=[N:19][OH:20])[N:8]3[CH2:9][C:10]=2[CH:11]=1 |f:1.2,3.4.5.6.7|. Procedure details: A stirred suspension of 6.37 g of 7,8-dichloro-1,10a-dihydropyrrolo[1,2-b]isoquinoline-3,10[2H,5H]-dione in 95% ethanol (40 ml) was treated with a premixed solution of 3.28 g of hydroxylamine hydrochloride in water (25 ml) and 6.42 g of sodium acetate trihydrate in water (25 ml). The solution was heated at reflux for 2.5 hours. The solution was then cooled with an ice-water bath as a precipitate began to separate from the reaction mixture. The solid was collected by vacuum filtration and recryst... The reactants are IC (iodomethane), O (water), C(C)ON=C(C)C1=CC=C(C=C1)S(=O)(=O)NCC1=CC=NC=C1 (4-(1-ethoxyiminoethyl)-N-pyridin-4-ylmethylphenylsulfonamide), [H-].[Na+] (NaH). Run in CN(C=O)C (DMF), CN(C=O)C (dimethylformamide). Run at temperature 22.5 celsius, time 10 minute. Product: C(C)ON=C(C)C1=CC=C(C=C1)S(=O)(=O)N(CC1=CC=NC=C1)C (4-(1-ethoxyimino-ethyl)-N-methyl-N-pyridin-4-ylmethylphenylsulfonamide). Yield: 72.0%. RXN SMILES: [CH2:1]([O:3][N:4]=[C:5]([C:7]1[CH:12]=[CH:11][C:10]([S:13]([NH:16][CH2:17][C:18]2[CH:23]=[CH:22][N:21]=[CH:20][CH:19]=2)(=[O:15])=[O:14])=[CH:9][CH:8]=1)[CH3:6])[CH3:2].[H-].[Na+].I[CH3:27].O>CN(C)C=O>[CH2:1]([O:3][N:4]=[C:5]([C:7]1[CH:8]=[CH:9][C:10]([S:13]([N:16]([CH3:27])[CH2:17][C:18]2[CH:23]=[CH:22][N:21]=[CH:20][CH:19]=2)(=[O:15])=[O:14])=[CH:11][CH:12]=1)[CH3:6])[CH3:2] |f:1.2|. Procedure details: 0.4 g (1.2 mmol) of the compound from Example 2 was added to a slurry of 0.04 g (1.32 mmol) of NaH (95% pure) in 50 ml of dimethylformamide (DMF), and the mixture was then stirred at 20-25° C. for 10 min. A solution of 0.17 g (1.2 mmol) of iodomethane in 10 ml of DMF was then added dropwise, and the combined reaction solution was stirred at 20-25° C. for about 18 hours, poured into water and then extracted with MtBE. The the organic phases were washed with water and then dried. Removal of the so... Reactants: C(C1=CC=CC=C1)C#N (benzyl cyanide), [Na] (Sodium), C(CCCCC)=O (hexanal). The solvent is CO (methanol). Reaction conditions: time 90 minute. Yields the product C1(=CC=CC=C1)C(C#N)=CCCCCC (2-phenyl-oct-2-ene nitrile). Isolated yield 47.3%. RXN SMILES: [Na].[CH2:2]([C:9]#[N:10])[C:3]1[CH:8]=[CH:7][CH:6]=[CH:5][CH:4]=1.[CH:11](=O)[CH2:12][CH2:13][CH2:14][CH2:15][CH3:16]>CO>[C:3]1([C:2](=[CH:11][CH2:12][CH2:13][CH2:14][CH2:15][CH3:16])[C:9]#[N:10])[CH:8]=[CH:7][CH:6]=[CH:5][CH:4]=1 |^1:0|. Reported procedure: Sodium (27.6 g, 1.2 mol) is dissolved in methanol (550 ml) and benzyl cyanide (140.4 g, 1.2 mol) is added, followed by dropwise addition over 45 min. of hexanal (164.2 g, 1.44 mol), keeping the inside temperature between 20-25° C. The mixture is further stirred during 90 min. at room temperature, and then extracted 3 times with hexane. The organic layers are washed with water, 2 N aq. HCl-solution, then brine. The organic layer is dried over MgSO4, the solvent removed under reduced pressure and ...